Dataset: the Open Reaction Database (ORD), a public repository of structured organic reaction records. Task: describe an organic reaction: reactants, conditions, products, and yield The reactants are COC=1C=C2C(=CN(C2=CC1)CCC1=CSC=C1)C1CCNCC1 (5-methoxy-3-piperidin-4-yl-1-(2-thiophen-3-yl-ethyl)-1H-indole), COC(C1=C(C=CC=C1)OCCCl)=O (2-(2-chloro-ethoxy)-benzoic acid methyl ester). Yields the product COC=1C=C2C(=CN(C2=CC1)CCC1=CSC=C1)C1CCN(CC1)CCOC1=C(C(=O)O)C=CC=C1 (2-(2-{4-[5-methoxy-1-(2-thiophen-3-yl-ethyl)-1H-indol-3-yl]-piperidin-1-yl}-ethoxy)-benzoic acid). Reaction SMILES: [CH3:1][O:2][C:3]1[CH:4]=[C:5]2[C:9](=[CH:10][CH:11]=1)[N:8]([CH2:12][CH2:13][C:14]1[CH:18]=[CH:17][S:16][CH:15]=1)[CH:7]=[C:6]2[CH:19]1[CH2:24][CH2:23][NH:22][CH2:21][CH2:20]1.C[O:26][C:27](=[O:38])[C:28]1[CH:33]=[CH:32][CH:31]=[CH:30][C:29]=1[O:34][CH2:35][CH2:36]Cl>>[CH3:1][O:2][C:3]1[CH:4]=[C:5]2[C:9](=[CH:10][CH:11]=1)[N:8]([CH2:12][CH2:13][C:14]1[CH:18]=[CH:17][S:16][CH:15]=1)[CH:7]=[C:6]2[CH:19]1[CH2:24][CH2:23][N:22]([CH2:36][CH2:35][O:34][C:29]2[CH:30]=[CH:31][CH:32]=[CH:33][C:28]=2[C:27]([OH:38])=[O:26])[CH2:21][CH2:20]1. Procedure: This compound was prepared following the procedure described in example 87 (part E) starting with 1.7 g (5 mmol) of 5-methoxy-3-piperidin-4-yl-1-(2-thiophen-3-yl-ethyl)-1H-indole and 1.2 g (5.5 mmol) of 2-(2-chloro-ethoxy)-benzoic acid methyl ester. After standard work-up and purification by flash chromatography, 0.6 g (24% of yield) of the expected acid were obtained.